This data is from the Open Reaction Database (ORD), a public repository of structured organic reaction records. The task is: describe an organic reaction: reactants, conditions, products, and yield Reactants: NC1=NC=C(C(=C1N)N[C@H]1[C@H]([C@@H]2C=C[C@H]1C2)C(=O)N)Br ((1S,2S,3R,4R)-3-(2,3-Diamino-5-bromo-pyridin-4-ylamino)-bicyclo[2.2.1]hept-5-ene-2-carboxylic acid amide), CC1=C(C=O)C=CC(=C1)N1CCOCC1 (2-Methyl-4-morpholin-4-yl-benzaldehyde), C(C)(=O)[O-].[NH4+] (Ammonium acetate). Product: BrC=1C(=C2C(=NC1)NC(=N2)C2=C(C=C(C=C2)N2CCOCC2)C)N[C@H]2[C@H]([C@@H]1C=C[C@H]2C1)C(=O)N ((1S,2S,3R,4R)-3-[6-Bromo-2-(2-methyl-4-morpholin-4-yl-phenyl)-3H-imidazo[4,5-b]pyridin-7-ylamino]-bicyclo[2.2.1]hept-5-ene-2-carboxylic acid amide). Yield: 31.5%. As a reaction SMILES: [NH2:1][C:2]1[C:7]([NH2:8])=[C:6]([NH:9][C@@H:10]2[C@@H:15]3[CH2:16][C@@H:12]([CH:13]=[CH:14]3)[C@@H:11]2[C:17]([NH2:19])=[O:18])[C:5]([Br:20])=[CH:4][N:3]=1.[CH3:21][C:22]1[CH:29]=[C:28]([N:30]2[CH2:35][CH2:34][O:33][CH2:32][CH2:31]2)[CH:27]=[CH:26][C:23]=1[CH:24]=O.C([O-])(=O)C.[NH4+]>>[Br:20][C:5]1[C:6]([NH:9][C@@H:10]2[C@@H:15]3[CH2:16][C@@H:12]([CH:13]=[CH:14]3)[C@@H:11]2[C:17]([NH2:19])=[O:18])=[C:7]2[N:8]=[C:24]([C:23]3[CH:26]=[CH:27][C:28]([N:30]4[CH2:35][CH2:34][O:33][CH2:32][CH2:31]4)=[CH:29][C:22]=3[CH3:21])[NH:1][C:2]2=[N:3][CH:4]=1 |f:2.3|. Reported procedure: In a similar fashion to compound CXXV, (1S,2S,3R,4R)-3-(2,3-Diamino-5-bromo-pyridin-4-ylamino)-bicyclo[2.2.1]hept-5-ene-2-carboxylic acid amide (100.00 mg, 0.29568 mmol), 2-Methyl-4-morpholin-4-yl-benzaldehyde (66.8 mg, 0.325 mmol), and Ammonium acetate (45.6 mg, 0.591 mmol) were reacted to yield 48.7 mg (32%) of the title compound. (300 MHz, DMSO-d6) 12.85 (s, 1H), 8.00 (s, 1H), 7.71 (m, 2H), 7.19 (s, 1H), 6.92 (m, 2H), 6.34 (s, 1H), 6.26 (s, 1H), 5.30 (t, J=17 Hz, 8. Hz, 1H), 3.75 (s, 4H), 3.2... Reactants: 472.2, CN1CCNCC1 (1-methylpiperazine), COC(C1=CC(=CC=C1)I)=O (methyl-3-iodobenzoate), ClC1=CC=C(C=C1)[C@@H]1C[C@]12C(NC1=CC=CC=C21)=O ((1S,2S)-2-(4-chlorophenyl)spiro[cyclopropane-1,3′-indolin]-2′-one). Product: ClC1=CC=C(C=C1)[C@H]1C[C@@]12C(N(C1=CC=CC=C21)C2=CC(=CC=C2)C(=O)N2CCN(CC2)C)=O ((1R,2R)-2-(4-chlorophenyl)-1′-(3-(4-methylpiperazine-1-carbonyl)phenyl) Spiro[cyclopropane-1,3′-indolin]-2′-one). As a reaction SMILES: [CH3:1][N:2]1[CH2:7][CH2:6][NH:5][CH2:4][CH2:3]1.CO[C:10](=[O:18])[C:11]1[CH:16]=[CH:15][CH:14]=[C:13](I)[CH:12]=1.[Cl:19][C:20]1[CH:25]=[CH:24][C:23]([C@H:26]2[C@:28]3([C:36]4[C:31](=[CH:32][CH:33]=[CH:34][CH:35]=4)[NH:30][C:29]3=[O:37])[CH2:27]2)=[CH:22][CH:21]=1>>[Cl:19][C:20]1[CH:21]=[CH:22][C:23]([C@@H:26]2[C@@:28]3([C:36]4[C:31](=[CH:32][CH:33]=[CH:34][CH:35]=4)[N:30]([C:13]4[CH:14]=[CH:15][CH:16]=[C:11]([C:10]([N:5]5[CH2:6][CH2:7][N:2]([CH3:1])[CH2:3][CH2:4]5)=[O:18])[CH:12]=4)[C:29]3=[O:37])[CH2:27]2)=[CH:24][CH:25]=1. Reported procedure: The title compound was prepared in analogy to Example 85 starting from 1-methylpiperazine, methyl-3-iodobenzoate (commercially available), (1R,2R) and (1S,2S)-2-(4-chlorophenyl)spiro[cyclopropane-1,3′-indolin]-2′-one prepared as in Scheme 1. LC/MS m/e calcd. for C28H26ClN3O2: 471, observed (M+H)+: 472.2 1H NMR (400 MHz, MeOD-d4) δppm 2.22-2.35 (m, 2 H) 2.98 (s, 3 H) 3.35-3.39 (m, 1 H) 6.17 (d, J=7.58 Hz, 1 H) 6.83 (t, J=7.58 Hz, 1 H) 6.96 (d, J=8.08 Hz, 1 H) 7.13-7.21 (m, 1 H) 7.27-7.33 (m, 2 H)... Starting materials: CC(C)c1ocnc1C(=O)O, CC1(c2cc(N)ccc2F)N=C(N)OCC1(F)F. Yields the product CC(C)c1ocnc1C(=O)Nc1ccc(F)c(C2(C)N=C(N)OCC2(F)F)c1. As a reaction SMILES: [CH:19]([CH3:20])([CH3:21])[c:22]1[c:23]([C:27](=[O:28])[OH:29])[n:24][cH:25][o:26]1.[NH2:1][c:2]1[cH:3][cH:4][c:5]([F:18])[c:6]([C:8]2([CH3:17])[N:9]=[C:10]([NH2:16])[O:11][CH2:12][C:13]2([F:14])[F:15])[cH:7]1>>[NH:1]([c:2]1[cH:3][cH:4][c:5]([F:18])[c:6]([C:8]2([CH3:17])[N:9]=[C:10]([NH2:16])[O:11][CH2:12][C:13]2([F:14])[F:15])[cH:7]1)[C:27]([c:23]1[c:22]([CH:19]([CH3:20])[CH3:21])[o:26][cH:25][n:24]1)=[O:28].